This data is from the Open Reaction Database (ORD), a public repository of structured organic reaction records. The task is: describe an organic reaction: reactants, conditions, products, and yield The reactants are O=C([O-])[O-], Cc1cc(C(F)(F)F)nn1CC(=O)N1CCC(c2nc(C=O)cs2)CC1, CO, [K+], [K+], COP(=O)(OC)C(=[N+]=[N-])C(C)=O. Product: C#Cc1csc(C2CCN(C(=O)Cn3nc(C(F)(F)F)cc3C)CC2)n1. Reaction SMILES: [C:27](=[O:28])([O-:29])[O-:30].[CH3:1][c:2]1[cH:3][c:4]([C:23]([F:24])([F:25])[F:26])[n:5][n:6]1[CH2:7][C:8](=[O:9])[N:10]1[CH2:11][CH2:12][CH:13]([c:16]2[s:17][cH:18][c:19]([CH:21]=[O:22])[n:20]2)[CH2:14][CH2:15]1.[CH3:45][OH:46].[K+:31].[K+:32].[N+:33](=[C:34]([P:35](=[O:36])([O:37][CH3:38])[O:39][CH3:40])[C:41](=[O:42])[CH3:43])=[N-:44]>>[CH3:1][c:2]1[cH:3][c:4]([C:23]([F:24])([F:25])[F:26])[n:5][n:6]1[CH2:7][C:8](=[O:9])[N:10]1[CH2:11][CH2:12][CH:13]([c:16]2[s:17][cH:18][c:19]([C:21]#[CH:27])[n:20]2)[CH2:14][CH2:15]1. Starting materials: C(C)(C)(CC(C)(C)C)C1=CC=C(C(C(=O)OC)=C1)O (methyl 5-t-octylsalicylate), ClCCOCCOCCOC1OCCCC1 (2-(2-[2-(2-chloroethoxy)ethoxy]ethoxy)tetrahydropyran), C([O-])([O-])=O.[K+].[K+] (potassium carbonate), CN(C=O)C (N,N-dimethylformamide). The solvent is CCOCC (ether). Run at temperature 140 celsius. Product: O1C(CCCC1)OCCOCCOCCOC1(C(C(=O)OC)C=C(C=C1)C(C)(C)CC(C)(C)C)O (methyl 2-(2-[2-(2-[2-tetrahydropyranyloxy]ethoxy)ethoxy]ethoxy)-5-t-octylsalicylate). Yield: 64.5%. Reaction SMILES: [C:1]([C:9]1[CH:18]=[C:13]([C:14]([O:16][CH3:17])=[O:15])[C:12]([OH:19])=[CH:11][CH:10]=1)([CH2:4][C:5]([CH3:8])([CH3:7])[CH3:6])([CH3:3])[CH3:2].Cl[CH2:21][CH2:22][O:23][CH2:24][CH2:25][O:26][CH2:27][CH2:28][O:29][CH:30]1[CH2:35][CH2:34][CH2:33][CH2:32][O:31]1.C(=O)([O-])[O-:37].[K+].[K+].CN(C)C=O>CCOCC>[O:31]1[CH2:32][CH2:33][CH2:34][CH2:35][CH:30]1[O:29][CH2:28][CH2:27][O:26][CH2:25][CH2:24][O:23][CH2:22][CH2:21][O:19][C:12]1([OH:37])[CH:11]=[CH:10][C:9]([C:1]([CH2:4][C:5]([CH3:8])([CH3:7])[CH3:6])([CH3:2])[CH3:3])=[CH:18][CH:13]1[C:14]([O:16][CH3:17])=[O:15] |f:2.3.4|. Procedure: A mixture of methyl 5-t-octylsalicylate (37.7 g, 0.143 mole), 2-(2-[2-(2-chloroethoxy)ethoxy]ethoxy)tetrahydropyran (54 g, 0.214 mole), potassium carbonate (28 g, 0.217 mole) and N,N-dimethylformamide (250 ml) was heated at 140° C., under nitrogen, for 18 hours, with stirring. The mixture was cooled, diluted with ether, and then washed liberally with saturated sodium chloride solution. The ethereal solution was dried (MgSO4) and evaporated in vacuo to give an oil, which was chromatographed on si...